This data is from the Open Reaction Database (ORD), a public repository of structured organic reaction records. The task is: describe an organic reaction: reactants, conditions, products, and yield Isolated yield 57.9%. The reactants are COC(C1=C(C(=CC=C1)NS(=O)(=O)C1=CC=C(C=C1)C(F)(F)F)F)=O (2-fluoro-3-(4-trifluoromethyl-benzenesulfonylamino)-benzoic acid methyl ester), [AlH4-].[Li+] (lithium tetrahydroaluminate), NaSO4.10H2O. Solvent: O1CCCC1 (tetrahydrofuran). Conditions: time 8 hour. The product is FC1=C(C=CC=C1CO)NS(=O)(=O)C1=CC=C(C=C1)C(F)(F)F (N-(2-fluoro-3-hydroxymethyl-phenyl)-4-trifluoromethyl-benzenesulfonamide). Reaction SMILES: C[O:2][C:3](=O)[C:4]1[CH:9]=[CH:8][CH:7]=[C:6]([NH:10][S:11]([C:14]2[CH:19]=[CH:18][C:17]([C:20]([F:23])([F:22])[F:21])=[CH:16][CH:15]=2)(=[O:13])=[O:12])[C:5]=1[F:24].[AlH4-].[Li+]>O1CCCC1>[F:24][C:5]1[C:4]([CH2:3][OH:2])=[CH:9][CH:8]=[CH:7][C:6]=1[NH:10][S:11]([C:14]1[CH:19]=[CH:18][C:17]([C:20]([F:23])([F:21])[F:22])=[CH:16][CH:15]=1)(=[O:13])=[O:12] |f:1.2|. Reported procedure: To 2-fluoro-3-(4-trifluoromethyl-benzenesulfonylamino)-benzoic acid methyl ester (24, 3.34 g, 8.85 mmol) in 71 mL of tetrahydrofuran, lithium tetrahydroaluminate (17.7 mL, 1.00 M in tetrahydrofuran, 17.7 mmol) was added under an atmosphere of nitrogen at room temperature. The reaction was stirred at room temperature for 8 hours, followed by addition of 10 g of NaSO4.10H2O. After 12 hours, the reaction was filtered, the filtrate concentrated under vacuum and purified with silica gel column chroma... Starting materials: CC(=O)Nc1cc(CN2CCC(CNC(=O)CNC(=O)c3cc(F)c(F)cc3NC(=O)OC(C)(C)C)CC2)ccc1O, CO, Cl, C1COCCO1. The product is CC(=O)Nc1cc(CN2CCC(CNC(=O)CNC(=O)c3cc(F)c(F)cc3N)CC2)ccc1O. As a reaction SMILES: [C:8]([CH3:9])(=[O:10])[NH:11][c:12]1[cH:13][c:14]([CH2:15][N:16]2[CH2:17][CH2:18][CH:19]([CH2:22][NH:23][C:24]([CH2:25][NH:26][C:27]([c:28]3[c:29]([NH:36][C:37]([O:38][C:39]([CH3:40])([CH3:41])[CH3:42])=[O:43])[cH:30][c:31]([F:35])[c:32]([F:34])[cH:33]3)=[O:44])=[O:45])[CH2:20][CH2:21]2)[cH:46][cH:47][c:48]1[OH:49].[CH3:50][OH:51].[ClH:7].[O:1]1[CH2:2][CH2:3][O:4][CH2:5][CH2:6]1>>[C:8]([CH3:9])(=[O:10])[NH:11][c:12]1[cH:13][c:14]([CH2:15][N:16]2[CH2:17][CH2:18][CH:19]([CH2:22][NH:23][C:24]([CH2:25][NH:26][C:27]([c:28]3[c:29]([NH2:36])[cH:30][c:31]([F:35])[c:32]([F:34])[cH:33]3)=[O:44])=[O:45])[CH2:20][CH2:21]2)[cH:46][cH:47][c:48]1[OH:49]. The reactants are COC(=O)C12CCCC(CC1)(C2)C(=O)OC (bicyclo[3.2.1]octane-1,5-dicarboxylic acid dimethyl ester), [OH-].[Li+] (lithium hydroxide). The solvent is O1CCCC1 (tetrahydrofuran), O (water). Reaction conditions: temperature 70 celsius. Yields the product C12(CCCC(CC1)(C2)C(=O)O)C(=O)O (Bicyclo[3.2.1]octane-1,5-dicarboxylic acid). Reaction SMILES: C[O:2][C:3]([C:5]12[CH2:12][C:9]([C:13]([O:15]C)=[O:14])([CH2:10][CH2:11]1)[CH2:8][CH2:7][CH2:6]2)=[O:4].[OH-].[Li+]>O1CCCC1.O>[C:9]12([C:13]([OH:15])=[O:14])[CH2:12][C:5]([C:3]([OH:4])=[O:2])([CH2:11][CH2:10]1)[CH2:6][CH2:7][CH2:8]2 |f:1.2|. Procedure details: A solution of bicyclo[3.2.1]octane-1,5-dicarboxylic acid dimethyl ester (crude 3.01 g from step 2) in tetrahydrofuran (100 mL) was treated with 1 M of lithium hydroxide in water (75 mL) and warmed at 70° C. for 6 hours. The reaction was concentrated under reduced pressure and the resulting residue was partitioned between water and ethyl acetate. The aqueous layer was collected and washed again with ethyl acetate. The aqueous layer was acidified with 1N HCl to pH 2, and then extracted with ethyl ...